From a dataset of the Open Reaction Database (ORD), a public repository of structured organic reaction records. describe an organic reaction: reactants, conditions, products, and yield Starting materials: C1CCOC1, COC(=O)c1cccc2c1NC(C)(C)CC2, Cl, [Na+], [OH-], O. Product: CC1(C)CCc2cccc(C(=O)O)c2N1. Reaction SMILES: [CH2:20]1[O:21][CH2:22][CH2:23][CH2:24]1.[CH3:1][C:2]1([CH3:16])[NH:3][c:4]2[c:5]([C:12](=[O:13])[O:14][CH3:15])[cH:6][cH:7][cH:8][c:9]2[CH2:10][CH2:11]1.[ClH:19].[Na+:18].[OH-:17].[OH2:25]>>[CH3:1][C:2]1([CH3:16])[NH:3][c:4]2[c:5]([C:12](=[O:13])[OH:14])[cH:6][cH:7][cH:8][c:9]2[CH2:10][CH2:11]1. Reactants: FC(C(=O)O)(F)F.FC(C(=O)O)(F)F.FC(C(=O)O)(F)F.ClC=1C=NC=2NC=3C=NC=C(CCC4=C(C=CC(NC1N2)=C4)NC(CC4CCNCC4)=O)C3 (N-[6-chloro-2,4,8,18,22-pentaazatetracyclo[14.3.1.1(3,7).1(9,13)]docosa-1(20),3(22),4,6,9(21),10,12,16,18-nonaen-12-yl]-2-piperidin-4-ylacetamide tris(trifluoroacetate)), C(C(C)C)(=O)Cl (isobutyryl chloride). Product: FC(C(=O)O)(F)F.FC(C(=O)O)(F)F.ClC=1C=NC=2NC=3C=NC=C(CCC4=C(C=CC(NC1N2)=C4)NC(CC4CCN(CC4)C(C(C)C)=O)=O)C3 (N-[6-Chloro-2,4,8,18,22-pentaazatetracyclo[14.3.1.1(3,7).1(9,13)]docosa-1(20),3(22),4,6,9(21),10,12,16,18-nonaen-12-yl]-2-(1-isobutyrylpiperidin-4-yl)acetamide bis(trifluoroacetate)). Yield: 32.0%. Reaction SMILES: [F:1][C:2]([F:7])([F:6])[C:3]([OH:5])=[O:4].[F:8][C:9]([F:14])([F:13])[C:10]([OH:12])=[O:11].FC(F)(F)C(O)=O.[Cl:22][C:23]1[CH:24]=[N:25][C:26]2[NH:27][C:28]3[CH:29]=[N:30][CH:31]=[C:32]([CH:54]=3)[CH2:33][CH2:34][C:35]3[CH:43]=[C:39]([NH:40][C:41]=1[N:42]=2)[CH:38]=[CH:37][C:36]=3[NH:44][C:45](=[O:53])[CH2:46][CH:47]1[CH2:52][CH2:51][NH:50][CH2:49][CH2:48]1.[C:55](Cl)(=[O:59])[CH:56]([CH3:58])[CH3:57]>>[F:1][C:2]([F:7])([F:6])[C:3]([OH:5])=[O:4].[F:8][C:9]([F:14])([F:13])[C:10]([OH:12])=[O:11].[Cl:22][C:23]1[CH:24]=[N:25][C:26]2[NH:27][C:28]3[CH:29]=[N:30][CH:31]=[C:32]([CH:54]=3)[CH2:33][CH2:34][C:35]3[CH:43]=[C:39]([NH:40][C:41]=1[N:42]=2)[CH:38]=[CH:37][C:36]=3[NH:44][C:45](=[O:53])[CH2:46][CH:47]1[CH2:52][CH2:51][N:50]([C:55](=[O:59])[CH:56]([CH3:58])[CH3:57])[CH2:49][CH2:48]1 |f:0.1.2.3,5.6.7|. Procedure details: The desired compound was prepared according to the procedure of Example A20, using N-[6-chloro-2,4,8,18,22-pentaazatetracyclo[14.3.1.1(3,7).1(9,13)]docosa-1(20),3(22),4,6,9(21),10,12,16,18-nonaen-12-yl]-2-piperidin-4-ylacetamide tris(trifluoroacetate) and isobutyryl chloride as starting materials in 32% yield. LCMS for C28H33ClN7O2 (M+H)+: m/z=534.2. Starting materials: ClCCCCCBr, O=C([O-])[O-], CCOC(=O)CC(C)=O, Cc1ccccc1, [K+], [K+]. The product is CCOC(=O)C(CCCCCCl)C(C)=O. RXN SMILES: [Br:10][CH2:11][CH2:12][CH2:13][CH2:14][CH2:15][Cl:16].[C:17](=[O:18])([O-:19])[O-:20].[C:1]([CH2:2][C:3](=[O:4])[CH3:5])(=[O:6])[O:7][CH2:8][CH3:9].[CH3:23][c:24]1[cH:25][cH:26][cH:27][cH:28][cH:29]1.[K+:21].[K+:22]>>[C:1]([CH:2]([C:3](=[O:4])[CH3:5])[CH2:11][CH2:12][CH2:13][CH2:14][CH2:15][Cl:16])(=[O:6])[O:7][CH2:8][CH3:9]. Reactants: CNC(=O)C(Cc1ccc2ccccc2c1)N1CCN(C(=O)OC(C)(C)C)C(CCO)C1, CC(=O)OC(C)=O, ClCCl, c1ccncc1. Yields the product CNC(=O)C(Cc1ccc2ccccc2c1)N1CCN(C(=O)OC(C)(C)C)C(CCOC(C)=O)C1. As a reaction SMILES: [C:1]([CH3:2])([CH3:3])([CH3:4])[O:5][C:6](=[O:7])[N:8]1[CH:9]([CH2:30][CH2:31][OH:32])[CH2:10][N:11]([CH:14]([CH2:15][c:16]2[cH:17][c:18]3[cH:19][cH:20][cH:21][cH:22][c:23]3[cH:24][cH:25]2)[C:26]([NH:27][CH3:28])=[O:29])[CH2:12][CH2:13]1.[CH3:33][C:34](=[O:35])[O:36][C:37](=[O:38])[CH3:39].[Cl:46][CH2:47][Cl:48].[cH:40]1[cH:41][cH:42][n:43][cH:44][cH:45]1>>[C:1]([CH3:2])([CH3:3])([CH3:4])[O:5][C:6](=[O:7])[N:8]1[CH:9]([CH2:30][CH2:31][O:32][C:34]([CH3:33])=[O:35])[CH2:10][N:11]([CH:14]([CH2:15][c:16]2[cH:17][c:18]3[cH:19][cH:20][cH:21][cH:22][c:23]3[cH:24][cH:25]2)[C:26]([NH:27][CH3:28])=[O:29])[CH2:12][CH2:13]1. As a reaction SMILES: [C:11]([CH:12]=[CH2:13])(=[O:14])[Cl:15].[CH:16]([Cl:17])([Cl:18])[Cl:19].[OH:1][CH2:2][C:3]1([CH2:9][CH3:10])[NH:4][C:5](=[O:8])[O:6][CH2:7]1>>[O:1]([CH2:2][C:3]1([CH2:9][CH3:10])[NH:4][C:5](=[O:8])[O:6][CH2:7]1)[C:11]([CH:12]=[CH2:13])=[O:14]. Yields the product C=CC(=O)OCC1(CC)COC(=O)N1. Reactants: C=CC(=O)Cl, ClC(Cl)Cl, CCC1(CO)COC(=O)N1.